Task: describe an organic reaction: reactants, conditions, products, and yield. Dataset: the Open Reaction Database (ORD), a public repository of structured organic reaction records The product is NC(=O)C(Cc1ccccc1)N1C(=O)c2ccccc2C1=O. Starting materials: O=C(O)C(Cc1ccccc1)N1C(=O)c2ccccc2C1=O, [NH4+], C1CCOC1, [OH-], O. As a reaction SMILES: [C:1]1(=[O:22])[c:2]2[c:3]([cH:18][cH:19][cH:20][cH:21]2)[C:4](=[O:17])[N:5]1[CH:6]([C:7](=[O:8])[OH:9])[CH2:10][c:11]1[cH:12][cH:13][cH:14][cH:15][cH:16]1.[NH4+:28].[O:23]1[CH2:24][CH2:25][CH2:26][CH2:27]1.[OH-:29].[OH2:30]>>[C:1]1(=[O:22])[c:2]2[c:3]([cH:18][cH:19][cH:20][cH:21]2)[C:4](=[O:17])[N:5]1[CH:6]([C:7](=[O:8])[NH2:28])[CH2:10][c:11]1[cH:12][cH:13][cH:14][cH:15][cH:16]1.